From a dataset of the Open Reaction Database (ORD), a public repository of structured organic reaction records. describe an organic reaction: reactants, conditions, products, and yield Starting materials: S1C(=CC=C1)CC#N (2-thienylacetonitrile), NO (hydroxylamine). Yields the product S1C(=CC=C1)CC(N)=NO (2-thienylacetamidoxime). RXN SMILES: [S:1]1[CH:5]=[CH:4][CH:3]=[C:2]1[CH2:6][C:7]#[N:8].[NH2:9][OH:10]>>[S:1]1[CH:5]=[CH:4][CH:3]=[C:2]1[CH2:6][C:7](=[N:9][OH:10])[NH2:8]. Procedure: 290 g. (2.35 moles) of 2-thienylacetonitrile and the equivalent amount of alcoholic hydroxylamine solution are stirred overnight to give 2-thienylacetamidoxime. By concentrating, taking up the residue in anhydrous chloroform, filtering and again concentrating, the crude amidoxime is obtained as a syrup. The syrupy residue is dissolved in 1,000 ml. of anhydrous dioxane and the solution is first treated by the dropwise addition with cooling of 854 g. of trichloroacetyl chloride, then with 380 ml. ... Solvent: C1CCOC1 (THF). Starting materials: BrC=1C=C(C2=CC(=CC=C2C1)O)C#N (3-bromo-7-hydroxy-1-naphthonitrile), C1CC(=O)N(C1=O)Cl (NCS). Reaction SMILES: [Br:1][C:2]1[CH:3]=[C:4]([C:13]#[N:14])[C:5]2[C:10]([CH:11]=1)=[CH:9][CH:8]=[C:7]([OH:12])[CH:6]=2.C1C(=O)N([Cl:22])C(=O)C1>C1COCC1>[Br:1][C:2]1[CH:3]=[C:4]([C:13]#[N:14])[C:5]2[C:10]([CH:11]=1)=[CH:9][CH:8]=[C:7]([OH:12])[C:6]=2[Cl:22]. Product: BrC=1C=C(C2=C(C(=CC=C2C1)O)Cl)C#N (3-Bromo-8-chloro-7-hydroxy-1-naphthonitrile), yellow solid. Yield: 83.0%. Procedure: The title compound was prepared by reacting 3-bromo-7-hydroxy-1-naphthonitrile (0.32 g, 1.28 mmol) with NCS (0.24 g, 1.8 mmol) in THF (25 mL) at 45° C. for 3 hr according to method C to yield 0.30 g (83%) of a yellow solid. An analytical sample was prepared by preparative reverse phase HPLC to yield the title compound as a white solid: mp 148-150° C.; 1H NMR (DMSO-d6): δ 7.47 (1H, d, J=8.98 Hz), 7.95 (1H, d, J=9.02 Hz), 8.32 (1H, d, J=2.08 Hz), 8.55 (1H, d, J=2.08 Hz), 11.33 (1H, s); MS (ESI) m/...